Task: describe an organic reaction: reactants, conditions, products, and yield. Dataset: the Open Reaction Database (ORD), a public repository of structured organic reaction records Starting materials: C(C1=CC=CC=C1)OC=1C=C(C=CC1)SC1=CC(=C(C=C1)CCCCC(C=CP(OC)(OC)=O)(CO[Si](C)(C)C(C)(C)C)NC(=O)OC(C)(C)C)Cl (Dimethyl 7-[4-(3-benzyloxyphenylthio)-2-chlorophenyl]-3-t-butoxycarbonylamino-3-t-butyldimethylsiloxymethyl-1-heptenylphosphonate), compound, O (water), CCCC[N+](CCCC)(CCCC)CCCC.[F-].O1CCCC1 (TBAF tetrahydrofuran). Run in O1CCCC1 (tetrahydrofuran). Conditions: time 3 hour. Yields the product C(C1=CC=CC=C1)OC=1C=C(C=CC1)SC1=CC(=C(C=C1)CCCCC(CCP(OC)(OC)=O)(CO)NC(=O)OC(C)(C)C)Cl (Dimethyl 7-[4-(3-benzyloxyphenylthio)-2-chlorophenyl]-3-t-butoxycarbonylamino-3-hydroxymethylheptylphosphonate). Reaction SMILES: [CH2:1]([O:8][C:9]1[CH:10]=[C:11]([S:15][C:16]2[CH:21]=[CH:20][C:19]([CH2:22][CH2:23][CH2:24][CH2:25][C:26]([NH:44][C:45]([O:47][C:48]([CH3:51])([CH3:50])[CH3:49])=[O:46])([CH2:35][O:36][Si](C(C)(C)C)(C)C)[CH:27]=[CH:28][P:29](=[O:34])([O:32][CH3:33])[O:30][CH3:31])=[C:18]([Cl:52])[CH:17]=2)[CH:12]=[CH:13][CH:14]=1)[C:2]1[CH:7]=[CH:6][CH:5]=[CH:4][CH:3]=1.CCCC[N+](CCCC)(CCCC)CCCC.[F-].O1CCCC1.O>O1CCCC1>[CH2:1]([O:8][C:9]1[CH:10]=[C:11]([S:15][C:16]2[CH:21]=[CH:20][C:19]([CH2:22][CH2:23][CH2:24][CH2:25][C:26]([NH:44][C:45]([O:47][C:48]([CH3:50])([CH3:49])[CH3:51])=[O:46])([CH2:35][OH:36])[CH2:27][CH2:28][P:29](=[O:34])([O:32][CH3:33])[O:30][CH3:31])=[C:18]([Cl:52])[CH:17]=2)[CH:12]=[CH:13][CH:14]=1)[C:2]1[CH:7]=[CH:6][CH:5]=[CH:4][CH:3]=1 |f:1.2.3|. Reported procedure: The compound of Example 287 was reduced in the same manner as in Reference Example 123 and the resulting compound (107 mg) was dissolved in tetrahydrofuran (5.0 mL). A 1 mol/L TBAF-tetrahydrofuran solution (160 μL) was added dropwise and the mixture was stirred for 3 hours at room temperature. Subsequently, water was added and the reaction mixture was extracted with ethyl acetate. The extract was washed sequentially with water and a saturated aqueous solution of sodium chloride and the organic p... Starting materials: NC1=C(C2=C(S1)CCC2CC(=O)OCC)C(=O)OCC (ethyl 2-amino-4-(2-ethoxy-2-oxoethyl)-4H,5H,6H-cyclopenta[b]thiophene-3-carboxylate), C(=O)N (formamide). Run at temperature 180 celsius, time 5 hour. Yields the product OC1=NC=NC=2SC=3CCC(C3C12)CC(=O)OCC (ethyl 2-[12-hydroxy-7-thia-9,11-diazatricyclo[6.4.0.0^[2,6]]dodeca-1(8),2(6),9,11-tetraen-3-yl]acetate). Isolated yield 43.0%. RXN SMILES: [NH2:1][C:2]1[S:6][C:5]2[CH2:7][CH2:8][CH:9]([CH2:10][C:11]([O:13][CH2:14][CH3:15])=[O:12])[C:4]=2[C:3]=1[C:16]([O:18]CC)=O.[CH:21]([NH2:23])=O>>[OH:18][C:16]1[C:3]2[C:4]3[CH:9]([CH2:10][C:11]([O:13][CH2:14][CH3:15])=[O:12])[CH2:8][CH2:7][C:5]=3[S:6][C:2]=2[N:1]=[CH:21][N:23]=1. Procedure: To a 10-L 4-necked round-bottom flask, purged and maintained with an inert atmosphere of nitrogen, was added a solution of 15.2 (500 g, 1.68 mol, 1.00 equiv) in formamide (5 L) at room temperature. The resulting solution was stirred for 5 h at 180° C. in an oil bath. The reaction mixture was cooled to room temperature and then quenched by the addition of 10 L of water/ice. The resulting solution was extracted with 3×5 L of ethyl acetate and the organic layers were combined. The mixture was washe... The reactants are O (water), Cl (hydrochloric acid), CN(CCCCCCCC\C=C/CCCCCCCC)CCCCCCCC\C=C/CCCCCCCC (N-methyldioleylamine). Solvent: C(C)O (ethanol). Run at temperature 60 celsius. The product is Cl.CN(CCCCCCCC\C=C/CCCCCCCC)CCCCCCCC\C=C/CCCCCCCC (N-methyldioleylamine hydrochloride). As a reaction SMILES: O.[ClH:2].[CH3:3][N:4]([CH2:23][CH2:24][CH2:25][CH2:26][CH2:27][CH2:28][CH2:29][CH2:30]/[CH:31]=[CH:32]\[CH2:33][CH2:34][CH2:35][CH2:36][CH2:37][CH2:38][CH2:39][CH3:40])[CH2:5][CH2:6][CH2:7][CH2:8][CH2:9][CH2:10][CH2:11][CH2:12]/[CH:13]=[CH:14]\[CH2:15][CH2:16][CH2:17][CH2:18][CH2:19][CH2:20][CH2:21][CH3:22]>C(O)C>[ClH:2].[CH3:3][N:4]([CH2:5][CH2:6][CH2:7][CH2:8][CH2:9][CH2:10][CH2:11][CH2:12]/[CH:13]=[CH:14]\[CH2:15][CH2:16][CH2:17][CH2:18][CH2:19][CH2:20][CH2:21][CH3:22])[CH2:23][CH2:24][CH2:25][CH2:26][CH2:27][CH2:28][CH2:29][CH2:30]/[CH:31]=[CH:32]\[CH2:33][CH2:34][CH2:35][CH2:36][CH2:37][CH2:38][CH2:39][CH3:40] |f:4.5|. Procedure details: To 3 L (liters) of water, 3 L of ethanol and 100 mL (milli-liter) of aqueous 37% concentrated hydrochloric acid were added, and then, 585 g (1.1 mol) of N-methyldioleylamine was added to the thus-mixed liquid. The mixed liquid was heated to 60° C. to give a solution of N-methyldioleylamine hydrochloride. To this solution, 1 kg of hectorite was added. The obtained slurry was stirred at 60° C. for 3 hours, and a supernatant was removed from the slurry. Then the slurry was washed with 50 L of water...